This data is from the Open Reaction Database (ORD), a public repository of structured organic reaction records. The task is: describe an organic reaction: reactants, conditions, products, and yield The reactants are N (ammonia), C=O (formaldehyde), NC1=C(C=C(C=N1)C=1C=NN(C1)C1CC(NC1)C(=O)NC)C=1OC2=C(N1)C=CC=C2 (4-[4-[6-amino-5-(1,3-benzoxazol-2-yl)-3-pyridyl]pyrazol-1-yl]-N-methyl-pyrrolidine-2-carboxamide), [Na] (Sodium). Run in CO (methanol), CO (methanol), ClCCl (dichloromethane). Run at temperature 0 celsius, time 5 minute. Yields the product NC1=C(C=C(C=N1)C=1C=NN(C1)[C@@H]1C[C@H](N(C1)C)C(=O)NC)C=1OC2=C(N1)C=CC=C2 ((2S,4R)-4-[4-[6-amino-5-(1,3-benzoxazol-2-yl)-3-pyridyl]pyrazol-1-yl]-N,1-dimethyl-pyrrolidine-2-carboxamide). As a reaction SMILES: [CH2:1]=O.[NH2:3][C:4]1[N:9]=[CH:8][C:7]([C:10]2[CH:11]=[N:12][N:13]([CH:15]3[CH2:19][NH:18][CH:17]([C:20]([NH:22][CH3:23])=[O:21])[CH2:16]3)[CH:14]=2)=[CH:6][C:5]=1[C:24]1[O:25][C:26]2[CH:32]=[CH:31][CH:30]=[CH:29][C:27]=2[N:28]=1.[Na].N>CO.ClCCl>[NH2:3][C:4]1[N:9]=[CH:8][C:7]([C:10]2[CH:11]=[N:12][N:13]([C@H:15]3[CH2:19][N:18]([CH3:1])[C@H:17]([C:20]([NH:22][CH3:23])=[O:21])[CH2:16]3)[CH:14]=2)=[CH:6][C:5]=1[C:24]1[O:25][C:26]2[CH:32]=[CH:31][CH:30]=[CH:29][C:27]=2[N:28]=1 |^1:32|. Procedure details: TFA (5 ml) was added to (2S,4R)-tert-butyl 4-[4-[6-amino-5-(1,3-benzoxazol-2-yl)-3-pyridyl]pyrazol-1-yl]-2-(methylcarbamoyl)pyrrolidine-1-carboxylate under argon. The resulting solution was stirred at 25° C. for 1 hour. The solution was evaporated under reduced pressure, adsorbed with ammonia in methanol solution. The crude product was purified by flash chromatography on silica gel eluting with 1 to 6% methanolic ammonia (7 N) in dichloromethane. The solvent was evaporated to dryness to afford (...